This data is from the Open Reaction Database (ORD), a public repository of structured organic reaction records. The task is: describe an organic reaction: reactants, conditions, products, and yield Reactants: OO (Hydrogen peroxide), NC1=C(C(=NN1C1=C(C=C(C=C1Cl)C(F)(F)F)Cl)C#N)SCC (5-amino-3-cyano-1-(2,6-dichloro-4-trifluoromethylphenyl)-4-ethylthiopyrazole), S(O)(O)(=O)=O (sulfuric acid). Solvent: CO (methanol), C(C)(C)O (isopropanol). Reaction conditions: temperature 60 celsius, time 2 hour. Product: NC1=C(C(=NN1C1=C(C=C(C=C1Cl)C(F)(F)F)Cl)C#N)S(=O)CC (5-amino-3-cyano-1-(2,6-dichloro-4-trifluoromethylphenyl)-4-ethylsulfinylpyrazole). Isolated yield 302.9%. Reaction SMILES: [NH2:1][C:2]1[N:6]([C:7]2[C:12]([Cl:13])=[CH:11][C:10]([C:14]([F:17])([F:16])[F:15])=[CH:9][C:8]=2[Cl:18])[N:5]=[C:4]([C:19]#[N:20])[C:3]=1[S:21][CH2:22][CH3:23].S(=O)(=O)(O)[OH:25].OO>CO.C(O)(C)C>[NH2:1][C:2]1[N:6]([C:7]2[C:8]([Cl:18])=[CH:9][C:10]([C:14]([F:17])([F:15])[F:16])=[CH:11][C:12]=2[Cl:13])[N:5]=[C:4]([C:19]#[N:20])[C:3]=1[S:21]([CH2:22][CH3:23])=[O:25]. Procedure details: To a solution of 5-amino-3-cyano-1-(2,6-dichloro-4-trifluoromethylphenyl)-4-ethylthiopyrazole (22.25 g) in methanol was added a solution of sulfuric acid (1.5 g) in isopropanol. Hydrogen peroxide (6.95 g of 30% aqueous solution) was added and the temperature raised to 60° C. After two hours, the reaction was filtered and the solid washed with methanol. The filtrate was washed (water), dried and recrystallized (methanol) to give 5-amino-3-cyano-1-(2,6-dichloro-4-trifluoromethylphenyl)-4-ethylsulf...